From a dataset of the Open Reaction Database (ORD), a public repository of structured organic reaction records. describe an organic reaction: reactants, conditions, products, and yield Reactants: ClC=1C=CC(=C(C1)C1=NN(C=C1NC(=O)C=1C=NN2C1N=CC=C2)CC(=O)N2CCC1(OCCO1)CC2)OC(F)F (N-[3-[5-chloro-2-(difluoromethoxy)phenyl]-1-[2-(1,4-dioxa-8-azaspiro[4,5]decan-8-yl)-2-oxo-ethyl]pyrazol-4-yl]pyrazolo[1,5-a]pyrimidine-3-carboxamide), C1(=CC=C(C=C1)S(=O)(=O)O)C (p-toluenesulfonic acid). Solvent: CC(=O)C (acetone). Yields the product ClC=1C=CC(=C(C1)C1=NN(C=C1NC(=O)C=1C=NN2C1N=CC=C2)CC(N2CCC(CC2)=O)=O)OC(F)F (N-[3-[5-chloro-2-(difluoromethoxy)phenyl]-1-[2-oxo-2-(4-oxo-1-piperidyl)ethyl]pyrazol-4-yl]pyrazolo[1,5-a]pyrimidine-3-carboxamide). Yield: 45.3%. Reaction SMILES: [Cl:1][C:2]1[CH:3]=[CH:4][C:5]([O:38][CH:39]([F:41])[F:40])=[C:6]([C:8]2[C:12]([NH:13][C:14]([C:16]3[CH:17]=[N:18][N:19]4[CH:24]=[CH:23][CH:22]=[N:21][C:20]=34)=[O:15])=[CH:11][N:10]([CH2:25][C:26]([N:28]3[CH2:37][CH2:36][C:31]4(OCC[O:32]4)[CH2:30][CH2:29]3)=[O:27])[N:9]=2)[CH:7]=1.C1(C)C=CC(S(O)(=O)=O)=CC=1>CC(C)=O>[Cl:1][C:2]1[CH:3]=[CH:4][C:5]([O:38][CH:39]([F:40])[F:41])=[C:6]([C:8]2[C:12]([NH:13][C:14]([C:16]3[CH:17]=[N:18][N:19]4[CH:24]=[CH:23][CH:22]=[N:21][C:20]=34)=[O:15])=[CH:11][N:10]([CH2:25][C:26](=[O:27])[N:28]3[CH2:29][CH2:30][C:31](=[O:32])[CH2:36][CH2:37]3)[N:9]=2)[CH:7]=1. Procedure: To a solution of N-[3-[5-chloro-2-(difluoromethoxy)phenyl]-1-[2-(1,4-dioxa-8-azaspiro[4,5]decan-8-yl)-2-oxo-ethyl]pyrazol-4-yl]pyrazolo[1,5-a]pyrimidine-3-carboxamide (1.01 g, 1.72 mmol) in acetone (20 mL) was added p-toluenesulfonic acid (359 mg, 2.06 mmol) and refluxed for 6 hours. LC/MS (method 31) shows product and presence of minor amounts of starting material. The reaction was cooled to room temperature and quenched with water. This was then extracted with ethyl acetate, dried with solid a...